Dataset: the Open Reaction Database (ORD), a public repository of structured organic reaction records. Task: describe an organic reaction: reactants, conditions, products, and yield The reactants are CCO, CC1(CC(=O)OCc2ccccc2)CC(=O)N1. The product is CC1(CC(=O)O)CC(=O)N1. RXN SMILES: [CH3:18][CH2:19][OH:20].[CH3:1][C:2]1([CH2:7][C:8](=[O:9])[O:10][CH2:11][c:12]2[cH:13][cH:14][cH:15][cH:16][cH:17]2)[CH2:3][C:4](=[O:6])[NH:5]1>>[CH3:1][C:2]1([CH2:7][C:8](=[O:9])[OH:10])[CH2:3][C:4](=[O:6])[NH:5]1. Reactants: [Br-], CC(C)(C)OC(=O)c1cc(Br)cc(C(O)(C(F)(F)F)C(F)(F)F)c1, Cc1ccc([Zn+])nc1, C1COCCO1, [Zn]. The product is Cc1ccc(-c2cc(C(=O)OC(C)(C)C)cc(C(O)(C(F)(F)F)C(F)(F)F)c2)nc1. As a reaction SMILES: [Br-:25].[Br:1][c:2]1[cH:3][c:4]([C:5](=[O:6])[O:7][C:8]([CH3:9])([CH3:10])[CH3:11])[cH:12][c:13]([C:15]([C:16]([F:17])([F:18])[F:19])([C:20]([F:21])([F:22])[F:23])[OH:24])[cH:14]1.[CH3:26][c:27]1[cH:28][cH:29][c:30]([Zn+:33])[n:31][cH:32]1.[O:34]1[CH2:35][CH2:36][O:37][CH2:38][CH2:39]1.[Zn:40]>>[c:2]1(-[c:30]2[cH:29][cH:28][c:27]([CH3:26])[cH:32][n:31]2)[cH:3][c:4]([C:5](=[O:6])[O:7][C:8]([CH3:9])([CH3:10])[CH3:11])[cH:12][c:13]([C:15]([C:16]([F:17])([F:18])[F:19])([C:20]([F:21])([F:22])[F:23])[OH:24])[cH:14]1. Reactants: CC(=O)O[BH-](OC(C)=O)OC(C)=O, COC(=O)C(=O)CCCC(=O)OC(C)(C)C, COC(=O)C(O)CCCCCC(=O)OC(C)(C)C, [Na+]. Product: COC(=O)C(O)CCCC(=O)OC(C)(C)C. As a reaction SMILES: [C:17]([O:18][BH-:19]([O:20][C:21](=[O:22])[CH3:23])[O:24][C:25](=[O:26])[CH3:27])(=[O:28])[CH3:29].[C:1]([CH3:2])([CH3:3])([CH3:4])[O:5][C:6](=[O:7])[CH2:8][CH2:9][CH2:10][C:11]([C:12](=[O:13])[O:14][CH3:15])=[O:16].[C:31]([O:32][C:33]([CH2:34][CH2:35][CH2:36][CH2:37][CH2:38][CH:39]([OH:40])[C:41]([O:42][CH3:43])=[O:44])=[O:45])([CH3:46])([CH3:47])[CH3:48].[Na+:30]>>[C:1]([CH3:2])([CH3:3])([CH3:4])[O:5][C:6](=[O:7])[CH2:8][CH2:9][CH2:10][CH:11]([C:12](=[O:13])[O:14][CH3:15])[OH:16]. Solvent: O (water), CO (methanol). As a reaction SMILES: [NH:1]1[C:9]2[C:4](=[CH:5][CH:6]=[CH:7][CH:8]=2)[C:3]([CH2:10][N:11]2[CH2:16][CH2:15][CH:14]([NH:17][C:18]([NH:20]C(=O)C3C=CC=CC=3)=[O:19])[CH2:13][CH2:12]2)=[CH:2]1.[OH-].[Na+]>O.CO>[NH:1]1[C:9]2[C:4](=[CH:5][CH:6]=[CH:7][CH:8]=2)[C:3]([CH2:10][N:11]2[CH2:12][CH2:13][CH:14]([NH:17][C:18]([NH2:20])=[O:19])[CH2:15][CH2:16]2)=[CH:2]1 |f:1.2|. Reactants: N1C=C(C2=CC=CC=C12)CN1CCC(CC1)NC(=O)NC(C1=CC=CC=C1)=O (1-[1-(Indol-3-ylmethyl)piperid-4-yl]-3-benzoylurea), [OH-].[Na+] (sodium hydroxide). Yields the product N1C=C(C2=CC=CC=C12)CN1CCC(CC1)NC(=O)N (1-(Indol-3-ylmethyl)-4-ureidopiperidine). Reported procedure: 1-[1-(Indol-3-ylmethyl)piperid-4-yl]-3-benzoylurea (0.5 g, 1.33 mmol) was added to a solution of sodium hydroxide (1 g, 0.025 mol) in water (4 ml) and methanol (16 ml). The resulting suspension was stirred for 3 hours until all the solid material had dissolved then allowed to stand at room temperature overnight, giving a blue solution. The solvents were evaporated in vacuo and the solid residue triturated thoroughly with water, collected and dried (0.32 g, 88.9%). The obtained title compound was... Conditions: time 3 hour.